From a dataset of the Open Reaction Database (ORD), a public repository of structured organic reaction records. describe an organic reaction: reactants, conditions, products, and yield Reactants: 1,1-dialkoxycyclohexanes, C1(CCCCC1)OC1(CCCCC1)OC1CCCCC1 (1,1-di(cyclohexyloxy)cyclohexane), aromatic groups, COC1(CCCCC1)OC (1,1-dimethoxycyclohexane), 1,1-dialkoxycyclohexanes, O(C1=CC=CC=C1)CCO (2-phenoxyethanol), alcohols, 1,1-dialkyoxycyclohexane, C1(CCCCC1)=O (cyclohexanone), C1(CCCCC1)=O (cyclohexanone), alcohols, C1(CCCCC1)O (cyclohexanol). Yields the product O(C1=CC=CC=C1)CCOC1(CCCCC1)OCCOC1=CC=CC=C1 (1,1-di(2-phenoxyethoxy)cyclohexane). Isolated yield 29.0%. RXN SMILES: [C:1]1(=[O:7])[CH2:6][CH2:5][CH2:4][CH2:3][CH2:2]1.[CH:8]1([O:14][C:15]2([O:21][CH:22]3[CH2:27]CCCC3)[CH2:20][CH2:19][CH2:18][CH2:17][CH2:16]2)[CH2:13]CCCC1.[CH:28]1([OH:34])[CH2:33][CH2:32][CH2:31][CH2:30][CH2:29]1.O(CCO)C1C=CC=CC=1.COC1(OC)CCCCC1>>[O:7]([CH2:27][CH2:22][O:21][C:15]1([O:14][CH2:8][CH2:13][O:34][C:28]2[CH:33]=[CH:32][CH:31]=[CH:30][CH:29]=2)[CH2:16][CH2:17][CH2:18][CH2:19][CH2:20]1)[C:1]1[CH:6]=[CH:5][CH:4]=[CH:3][CH:2]=1. Procedure: Non-simple 1,1-dialkoxycyclohexanes are very difficult to make by reacting cyclohexanone with alcohols having long straight chains, branched chains, or aromatic groups. For example, 1,1-di(cyclohexyloxy)cyclohexane was made with a yield of 29% by reacting cyclohexanol with cyclohexanone, as described in U.S. Pat. No. 3,072,727. Non-simple 1,1-dialkoxycyclohexanes are typically made by transketalization, namely, by mixing and heating such alcohols with an already formed simple 1,1-dialkyoxycycloh...